The task is: describe an organic reaction: reactants, conditions, products, and yield. This data is from the Open Reaction Database (ORD), a public repository of structured organic reaction records. The reactants are CCOC(=O)CC(=O)OCC, C1COCCO1, CC(C)(C)OC(=O)NC(Cc1ccc(C(F)(F)F)cc1)CN(C(=O)OC(C)(C)C)c1nnc(-c2ccc([N+](=O)[O-])c(F)c2)s1, [H-], [Na+]. The product is CCOC(=O)C(C(=O)OCC)c1cc(-c2nnc(N(CC(Cc3ccc(C(F)(F)F)cc3)NC(=O)OC(C)(C)C)C(=O)OC(C)(C)C)s2)ccc1[N+](=O)[O-]. As a reaction SMILES: [C:1]([CH2:2][C:3](=[O:4])[O:5][CH2:6][CH3:7])(=[O:8])[O:9][CH2:10][CH3:11].[CH2:58]1[O:59][CH2:60][CH2:61][O:62][CH2:63]1.[F:14][c:15]1[cH:16][c:17](-[c:24]2[n:25][n:26][c:27]([N:29]([CH2:30][CH:31]([CH2:32][c:33]3[cH:34][cH:35][c:36]([C:39]([F:40])([F:41])[F:42])[cH:37][cH:38]3)[NH:43][C:44]([O:45][C:46]([CH3:47])([CH3:48])[CH3:49])=[O:50])[C:51](=[O:52])[O:53][C:54]([CH3:55])([CH3:56])[CH3:57])[s:28]2)[cH:18][cH:19][c:20]1[N+:21](=[O:22])[O-:23].[H-:12].[Na+:13]>>[C:1]([CH:2]([C:3](=[O:4])[O:5][CH2:6][CH3:7])[c:15]1[cH:16][c:17](-[c:24]2[n:25][n:26][c:27]([N:29]([CH2:30][CH:31]([CH2:32][c:33]3[cH:34][cH:35][c:36]([C:39]([F:40])([F:41])[F:42])[cH:37][cH:38]3)[NH:43][C:44]([O:45][C:46]([CH3:47])([CH3:48])[CH3:49])=[O:50])[C:51](=[O:52])[O:53][C:54]([CH3:55])([CH3:56])[CH3:57])[s:28]2)[cH:18][cH:19][c:20]1[N+:21](=[O:22])[O-:23])(=[O:8])[O:9][CH2:10][CH3:11]. The solvent is O (water). Reaction SMILES: F[C:2]1[CH:3]=[N:4][CH:5]=[CH:6][C:7]=1[C:8]1[S:9][C:10]2[C:15]([N:16]=1)=[CH:14][C:13]([C:17]([F:20])([F:19])[F:18])=[CH:12][N:11]=2.C(=O)([O-])[O-].[K+].[K+].[CH2:27]([OH:29])[CH3:28]>O>[CH2:27]([O:29][C:2]1[CH:3]=[N:4][CH:5]=[CH:6][C:7]=1[C:8]1[S:9][C:10]2[C:15]([N:16]=1)=[CH:14][C:13]([C:17]([F:20])([F:19])[F:18])=[CH:12][N:11]=2)[CH3:28] |f:1.2.3|. The reactants are FC=1C=NC=CC1C=1SC2=NC=C(C=C2N1)C(F)(F)F (2-(3-fluoropyridin-4-yl)-6-(trifluoromethyl)thiazolo[5,4-b]pyridine), C([O-])([O-])=O.[K+].[K+] (potassium carbonate), C(C)O (ethanol). Yields the product C(C)OC=1C=NC=CC1C=1SC2=NC=C(C=C2N1)C(F)(F)F (2-(3-ethoxypyridin-4-yl)-6-(trifluoromethyl)thiazolo[5,4-b]pyridine). Procedure details: A mixture of 0.29 g of 2-(3-fluoropyridin-4-yl)-6-(trifluoromethyl)thiazolo[5,4-b]pyridine, 0.15 g of potassium carbonate and 6 ml of ethanol was refluxed with heating for 8 hours. The reaction mixture was cooled down to room temperature. To the reaction mixture was added water, and the resultant mixture was extracted with ethyl acetate twice. The combined organic layers were washed with saturated saline, dried over magnesium sulfate, then, concentrated under reduced pressure. The residue was su... Reactants: C1CCOC1, CCOC(=O)c1cnc2ccc(OC)nc2c1Br, Cl, [Na+], [OH-]. Product: COc1ccc2ncc(C(=O)O)c(Br)c2n1. As a reaction SMILES: [CH2:22]1[O:23][CH2:24][CH2:25][CH2:26]1.[CH2:3]([CH3:4])[O:5][C:6](=[O:7])[c:8]1[cH:9][n:10][c:11]2[cH:12][cH:13][c:14]([O:19][CH3:20])[n:15][c:16]2[c:17]1[Br:18].[ClH:21].[Na+:2].[OH-:1]>>[O:5]=[C:6]([OH:7])[c:8]1[cH:9][n:10][c:11]2[cH:12][cH:13][c:14]([O:19][CH3:20])[n:15][c:16]2[c:17]1[Br:18]. The reactants are Nc1ccccc1Cl, Nc1cccc(Cl)c1C(=O)O, O=S(Cl)Cl, c1ccccc1. Yields the product Nc1cccc(Cl)c1C(=O)Nc1ccccc1Cl. RXN SMILES: [Cl:16][c:17]1[c:18]([NH2:19])[cH:20][cH:21][cH:22][cH:23]1.[NH2:1][c:2]1[c:3]([C:4](=[O:5])[OH:6])[c:7]([Cl:11])[cH:8][cH:9][cH:10]1.[S:12]([Cl:13])([Cl:14])=[O:15].[cH:24]1[cH:25][cH:26][cH:27][cH:28][cH:29]1>>[NH2:1][c:2]1[c:3]([C:4](=[O:6])[NH:19][c:18]2[c:17]([Cl:16])[cH:23][cH:22][cH:21][cH:20]2)[c:7]([Cl:11])[cH:8][cH:9][cH:10]1.